Dataset: the Open Reaction Database (ORD), a public repository of structured organic reaction records. Task: describe an organic reaction: reactants, conditions, products, and yield Reactants: 4A, BrC1=C2C=NNC2=CC=C1 (4-bromo-1H-indazole), C(C1=CC=CC=C1)OC1=C(C=C(C=C1)B(O)O)F (4-benzyloxy-3-fluorobenzeneboronic acid), N1=CC=CC=C1 (pyridine). The reagents and catalysts are C(C)(=O)[O-].[Cu+2].C(C)(=O)[O-] (copper acetate). Run in ClCCl (dichloromethane). Conditions: time 5 day. Product: BrC1=C2C=NN(C2=CC=C1)C1=CC(=C(C=C1)OCC1=CC=CC=C1)F (4-Bromo-1-{3-fluoro-4-[(phenylmethyl)oxy]phenyl}-1H-indazole). The yield is 60.3%. RXN SMILES: [Br:1][C:2]1[CH:10]=[CH:9][CH:8]=[C:7]2[C:3]=1[CH:4]=[N:5][NH:6]2.[CH2:11]([O:18][C:19]1[CH:24]=[CH:23][C:22](B(O)O)=[CH:21][C:20]=1[F:28])[C:12]1[CH:17]=[CH:16][CH:15]=[CH:14][CH:13]=1.N1C=CC=CC=1>ClCCl.C([O-])(=O)C.[Cu+2].C([O-])(=O)C>[Br:1][C:2]1[CH:10]=[CH:9][CH:8]=[C:7]2[C:3]=1[CH:4]=[N:5][N:6]2[C:22]1[CH:23]=[CH:24][C:19]([O:18][CH2:11][C:12]2[CH:13]=[CH:14][CH:15]=[CH:16][CH:17]=2)=[C:20]([F:28])[CH:21]=1 |f:4.5.6|. Reported procedure: To a solution of 4-bromo-1H-indazole (4.32 g, 21.9 mmol) in dichloromethane (100 mL) was added 4-benzyloxy-3-fluorobenzeneboronic acid (10.8 g, 43.9 mmol), pyridine (3.5 mL, 43.3 mmol), copper acetate (5.9 g, 32.6 mmol) and powdered 4A molecular sieves (5 g). The reaction mixture was stirred at room temperature in the presence of air for 5 days. Celite was added to the reaction mixture and the mixture stirred for 5 minutes. The mixture was then filtered through a pad of celite and washed with di... The reactants are ClC1=NC(=CC2=CC(=CC=C12)OC)NC1=NNC(=C1)C ((1-Chloro-6-methoxy-isoquinolin-3-yl)-(5-methyl-1H-pyrazol-3-yl)-amine), Fe(acac)3, C(C1=CC=CC=C1)[Mg]Cl (Benzylmagnesium chloride). Run in C1CCOC1 (THF), CN1CCCC1=O (NMP). Conditions: time 10 minute. Product: C(C1=CC=CC=C1)C1=NC(=CC2=CC(=CC=C12)OC)NC1=NNC(=C1)C ((1-Benzyl-6-methoxy-isoquinolin-3-yl)-(5-methyl-1H-pyrazol-3-yl)-amine). RXN SMILES: Cl[C:2]1[C:11]2[C:6](=[CH:7][C:8]([O:12][CH3:13])=[CH:9][CH:10]=2)[CH:5]=[C:4]([NH:14][C:15]2[CH:19]=[C:18]([CH3:20])[NH:17][N:16]=2)[N:3]=1.[CH2:21]([Mg]Cl)[C:22]1[CH:27]=[CH:26][CH:25]=[CH:24][CH:23]=1>C1COCC1.CN1C(=O)CCC1>[CH2:21]([C:2]1[C:11]2[C:6](=[CH:7][C:8]([O:12][CH3:13])=[CH:9][CH:10]=2)[CH:5]=[C:4]([NH:14][C:15]2[CH:19]=[C:18]([CH3:20])[NH:17][N:16]=2)[N:3]=1)[C:22]1[CH:27]=[CH:26][CH:25]=[CH:24][CH:23]=1. Procedure: To a solution of (1-Chloro-6-methoxy-isoquinolin-3-yl)-(5-methyl-1H-pyrazol-3-yl)-amine (0.2543 g 1 equiv) in dry THF (2 ml) and NMP (0.2 ml) under Argon was added Fe(acac)3 (acac=acetylacetonate) (46.8 mg 0.15 equiv). The mixture was stirred for 10 min, and then Benzylmagnesium chloride (2M in THF, 0.792 ml 1.8 equiv) was added dropwise. The mixture was stirred at room temperature overnight. The product was purified by HPLC to give 11.5 mg of solid. LC-MS: m/e 345 (MH+). Starting materials: O (water), ClC=1C=C2C(N(C(C2=CC1)=O)C=1C=NC=C(C1)N1CCNCC1)(C)C (5-chloro-3,3-dimethyl-2-(5-piperazin-1-yl-pyridin-3-yl)-2,3-dihydro-isoindol-1-one), TEA, C(C)(=O)Cl (acetyl chloride). The solvent is C(Cl)Cl (DCM). Reaction conditions: time 1 hour. Product: C(C)(=O)N1CCN(CC1)C=1C=C(C=NC1)N1C(C2=CC=C(C=C2C1(C)C)Cl)=O (2-[5-(4-Acetyl-piperazin-1-yl)-pyridin-3-yl]-5-chloro-3,3-dimethyl-2,3-dihydro-isoindol-1-one). Yield: 39.5%. RXN SMILES: [Cl:1][C:2]1[CH:3]=[C:4]2[C:8](=[CH:9][CH:10]=1)[C:7](=[O:11])[N:6]([C:12]1[CH:13]=[N:14][CH:15]=[C:16]([N:18]3[CH2:23][CH2:22][NH:21][CH2:20][CH2:19]3)[CH:17]=1)[C:5]2([CH3:25])[CH3:24].[C:26](Cl)(=[O:28])[CH3:27].O>C(Cl)Cl>[C:26]([N:21]1[CH2:22][CH2:23][N:18]([C:16]2[CH:17]=[C:12]([N:6]3[C:5]([CH3:25])([CH3:24])[C:4]4[C:8](=[CH:9][CH:10]=[C:2]([Cl:1])[CH:3]=4)[C:7]3=[O:11])[CH:13]=[N:14][CH:15]=2)[CH2:19][CH2:20]1)(=[O:28])[CH3:27]. Procedure: To a solution of 5-chloro-3,3-dimethyl-2-(5-piperazin-1-yl-pyridin-3-yl)-2,3-dihydro-isoindol-1-one (52 mg, 0.146 mmol) and TEA (29.5 mg, 0.292 mmol) in DCM (5 mL) was added acetyl chloride (17.2 mg, 0.219 mmol) dropwise at 0° C. After stirring for 1 hour at room temperature, the mixture was treated with water and extracted with DCM. The organic layer was dried over anhy. Na2SO4. After removal of solvent, the residue was purified by preparative HPLC to afford the title compound as a white solid ...